This data is from the Open Reaction Database (ORD), a public repository of structured organic reaction records. The task is: describe an organic reaction: reactants, conditions, products, and yield Reactants: COC1=CC=C(CNC2=NC3=CC=C(C=C3C=C2N2CCOCC2)C2=C(C=CC=C2C)C(=O)N2CCCC2)C=C1 ((2-(2-(4-methoxybenzylamino)-3-morpholinoquinolin-6-yl)-3-methylphenyl)(pyrrolidin-1-yl)methanone), C(=O)(C(F)(F)F)O (TFA). Conditions: time 3 hour. Yields the product NC1=NC2=CC=C(C=C2C=C1N1CCOCC1)C1=C(C=CC=C1C)C(=O)N1CCCC1 ((2-(2-amino-3-morpholinoquinolin-6-yl)-3-methylphenyl)(pyrrolidin-1-yl)methanone). As a reaction SMILES: COC1C=CC(C[NH:8][C:9]2[C:18]([N:19]3[CH2:24][CH2:23][O:22][CH2:21][CH2:20]3)=[CH:17][C:16]3[C:11](=[CH:12][CH:13]=[C:14]([C:25]4[C:30]([CH3:31])=[CH:29][CH:28]=[CH:27][C:26]=4[C:32]([N:34]4[CH2:38][CH2:37][CH2:36][CH2:35]4)=[O:33])[CH:15]=3)[N:10]=2)=CC=1.C(O)(C(F)(F)F)=O>>[NH2:8][C:9]1[C:18]([N:19]2[CH2:24][CH2:23][O:22][CH2:21][CH2:20]2)=[CH:17][C:16]2[C:11](=[CH:12][CH:13]=[C:14]([C:25]3[C:30]([CH3:31])=[CH:29][CH:28]=[CH:27][C:26]=3[C:32]([N:34]3[CH2:35][CH2:36][CH2:37][CH2:38]3)=[O:33])[CH:15]=2)[N:10]=1. Reported procedure: A solution of (2-(2-(4-methoxybenzylamino)-3-morpholinoquinolin-6-yl)-3-methylphenyl)(pyrrolidin-1-yl)methanone (30 mg, 0.056 mmol) and TFA (2 mL) was heated at 90° C. After 3 h, the reaction mixture was concentrated in vacuo, diluted with DCM and concentrated again. The crude product was dissolved in MeOH and filtered through an SCX (1 g) column then eluted with a 2M ammonia methanol solution to release the product. This filtrate was concentrated in vacuo to give a light orange solid that was w...